This data is from the Open Reaction Database (ORD), a public repository of structured organic reaction records. The task is: describe an organic reaction: reactants, conditions, products, and yield Starting materials: CC1=C(N=NC(=C1)OCC=1C(=NOC1C)C1=CC=CC=C1)C(=O)O (4-methyl-6-(5-methyl-3-phenyl-isoxazol-4-ylmethoxy)-pyridazine-3-carboxylic acid), CC1=C(C(=NO1)C1=CC=CC=C1)COC1=CC=C(N=N1)C(=O)O (6-(5-methyl-3-phenyl-isoxazol-4-ylmethoxy)-pyridazine-3-carboxylic acid), NC1CCOCC1 (4-amino-tetrahydropyran). Yields the product O1CCC(CC1)NC(=O)C=1N=NC(=CC1C)OCC=1C(=NOC1C)C1=CC=CC=C1 (4-Methyl-6-(5-methyl-3-phenyl-isoxazol-4-ylmethoxy)-pyridazine-3-carboxylic acid (tetrahydro-pyran-4-yl)-amide). Yield: 62.0%. Reaction SMILES: [CH3:1][C:2]1[CH:7]=[C:6]([O:8][CH2:9][C:10]2[C:11]([C:16]3[CH:21]=[CH:20][CH:19]=[CH:18][CH:17]=3)=[N:12][O:13][C:14]=2[CH3:15])[N:5]=[N:4][C:3]=1[C:22]([OH:24])=O.CC1O[N:29]=[C:28](C2C=CC=CC=2)[C:27]=1[CH2:37][O:38][C:39]1N=NC(C(O)=O)=C[CH:40]=1.NC1CCOCC1>>[O:38]1[CH2:37][CH2:27][CH:28]([NH:29][C:22]([C:3]2[N:4]=[N:5][C:6]([O:8][CH2:9][C:10]3[C:11]([C:16]4[CH:21]=[CH:20][CH:19]=[CH:18][CH:17]=4)=[N:12][O:13][C:14]=3[CH3:15])=[CH:7][C:2]=2[CH3:1])=[O:24])[CH2:40][CH2:39]1. Procedure details: As described for example 11b, 4-methyl-6-(5-methyl-3-phenyl-isoxazol-4-ylmethoxy)-pyridazine-3-carboxylic acid (200 mg, 0.61 mmol), instead of 6-(5-methyl-3-phenyl-isoxazol-4-ylmethoxy)-pyridazine-3-carboxylic acid, was converted, using 4-amino-tetrahydropyran instead of thiomorpholine 1,1-dioxide, to the title compound (SiO2, heptane:ethyl acetate=100:0 to 60:40, 156 mg, 62%) which was obtained as a white solid. MS: m/e=409.3 [M+H]−. The solvent is C(C)OCC (ethyl ether). Reaction SMILES: [OH:1][C:2]1[CH:7]=[CH:6][C:5]([O:8][CH3:9])=[CH:4][C:3]=1[OH:10].[CH3:11][C:12](=O)[CH2:13][CH2:14][CH3:15].C1(C)C=CC(S(O)(=O)=O)=CC=1.C1C=CC=CC=1>C(OCC)C>[CH3:9][O:8][C:5]1[CH:6]=[CH:7][C:2]2[O:1][C:12]([CH3:11])([CH2:13][CH2:14][CH3:15])[O:10][C:3]=2[CH:4]=1. Yields the product COC1=CC2=C(OC(O2)(CCC)C)C=C1 (5-methoxy-2-methyl-2-propyl-1,3-benzodioxole). Procedure details: 0.35 mole (48.5 g) of 1,2-dihydroxy-4-methoxybenzene, 0.38 mole (32.7 g) of 2-pentanone and 1 g of p-toluenesulphonic acid are added to 350 ml of benzene. The mixture is heated under benzene reflux in order to remove the water formed. After 50 hours' heating, the reaction mixture is cooled and is then filtered through paper. After evaporation under reduced pressure, a brown oil is obtained and is dissolved in 500 ml of ethyl ether. After extraction with a solution of sodium carbonate in water in... The reactants are OC1=C(C=C(C=C1)OC)O (1,2-dihydroxy-4-methoxybenzene), CC(CCC)=O (2-pentanone), C1(=CC=C(C=C1)S(=O)(=O)O)C (p-toluenesulphonic acid), C1=CC=CC=C1 (benzene). Reactants: O=C([O-])[O-], CCOC(=O)Cc1ccc(OC)c(-c2ccc(C(F)(F)F)cc2CN(CC)C(=O)CCl)c1, C1CCNC1, CC#N, CCOC(C)=O, [I-], [K+], [K+], [Na+], O. The product is CCOC(=O)Cc1ccc(OC)c(-c2ccc(C(F)(F)F)cc2CN(CC)C(=O)CN2CCCC2)c1. RXN SMILES: [C:38](=[O:39])([O-:40])[O-:41].[CH2:1]([CH3:2])[O:3][C:4]([CH2:5][c:6]1[cH:7][c:8](-[c:14]2[c:15]([CH2:24][N:25]([CH2:26][CH3:27])[C:28]([CH2:29][Cl:30])=[O:31])[cH:16][c:17]([C:20]([F:21])([F:22])[F:23])[cH:18][cH:19]2)[c:9]([O:12][CH3:13])[cH:10][cH:11]1)=[O:32].[CH2:33]1[CH2:34][CH2:35][NH:36][CH2:37]1.[CH3:46][C:47]#[N:48].[CH3:49][CH2:50][O:51][C:52]([CH3:53])=[O:54].[I-:45].[K+:42].[K+:43].[Na+:44].[OH2:55]>>[CH2:1]([CH3:2])[O:3][C:4]([CH2:5][c:6]1[cH:7][c:8](-[c:14]2[c:15]([CH2:24][N:25]([CH2:26][CH3:27])[C:28]([CH2:29][N:36]3[CH2:35][CH2:34][CH2:33][CH2:37]3)=[O:31])[cH:16][c:17]([C:20]([F:21])([F:22])[F:23])[cH:18][cH:19]2)[c:9]([O:12][CH3:13])[cH:10][cH:11]1)=[O:32]. Reactants: S(=O)(=O)([O-])[O-].[Na+].[Na+] (sodium sulfate), Cl.OC1[C@H](N)[C@@H](O)[C@H](O)[C@H](O1)CO (glucosamine hydrochloride), Cl.OC1[C@H](N)[C@@H](O)[C@H](O)[C@H](O1)CO (glucosamine hydrochloride), Cl.OC1[C@H](N)[C@@H](O)[C@H](O)[C@H](O1)CO (glucosamine hydrochloride). The solvent is O (water). Reaction conditions: time 1 hour. Product: [Cl-].[Na+].S(=O)(=O)(O)O.OC1[C@H](N)[C@@H](O)[C@H](O)[C@H](O1)CO (Glucosamine sulfate sodium chloride). Reaction SMILES: [ClH:1].[OH:2][CH:3]1[O:11][C@H:10]([CH2:12][OH:13])[C@@H:8]([OH:9])[C@H:6]([OH:7])[C@H:4]1[NH2:5].[S:14]([O-:18])([O-:17])(=[O:16])=[O:15].[Na+:19].[Na+]>O>[Cl-:1].[Na+:19].[S:14]([OH:18])([OH:17])(=[O:16])=[O:15].[OH:2][CH:3]1[O:11][C@H:10]([CH2:12][OH:13])[C@@H:8]([OH:9])[C@H:6]([OH:7])[C@H:4]1[NH2:5] |f:0.1,2.3.4,6.7.8.9|. Procedure details: Glucosamine sulfate sodium chloride was prepared by the following procedure. A one-liter, three-necked flask equipped with a thermometer, stirrer, heating mantle and condenser was charged with 1720 g of purified water and 431.5 g (2.0 moles) of glucosamine hydrochloride. The glucosamine hydrochloride promptly went into solution, with stirring (the dissolution of the glucosamine hydrochloride was endothermic in nature). After stirring for a few minutes, 142 g (1.0 mole) of sodium sulfate was adde... Reactants: NC[C@H](O[Si](C)(C)C(C)(C)C)C1=C2C=CC(NC2=C(C=C1)O)=O ((R)-5-[2-Amino-1-[(tert-butyldimethylsilyl)oxy]ethyl]-8-hydroxyquinolin-2(1H)-one), N(=[N+]=[N-])C[C@H](O)C1=CC(=C(C=C1)OCC1=CC=CC=C1)CO[Si](C)(C)C(C)(C)C ((R)-2-Azido-1-[4-(benzyloxy)-3-[[(tert-butyldimethylsilyl)oxy]methyl]phenyl]ethanol), C15H27NNaO3Si. The product is NC[C@H](O)C1=CC(=C(C=C1)O)CO[Si](C)(C)C(C)(C)C ((R)-4-(2-Amino-1-hydroxyethyl)-2-[[(tert-butyldimethylsilyl)oxy]methyl]phenol). Reaction SMILES: NC[C@@H](C1C=CC(O)=C2C=1C=CC(=O)N2)O[Si](C(C)(C)C)(C)C.[N:24]([CH2:27][C@@H:28]([C:30]1[CH:35]=[CH:34][C:33]([O:36]CC2C=CC=CC=2)=[C:32]([CH2:44][O:45][Si:46]([C:49]([CH3:52])([CH3:51])[CH3:50])([CH3:48])[CH3:47])[CH:31]=1)[OH:29])=[N+]=[N-]>>[NH2:24][CH2:27][C@@H:28]([C:30]1[CH:35]=[CH:34][C:33]([OH:36])=[C:32]([CH2:44][O:45][Si:46]([C:49]([CH3:52])([CH3:51])[CH3:50])([CH3:47])[CH3:48])[CH:31]=1)[OH:29]. Procedure: The title compound was synthesized in a manner analogous to that described in Intermediate 2, using Intermediate 7 as a substrate. ES/MS calcd. for C15H27NNaO3Si+ 320.2. found m/z=320.2 (M+Na)+. The reactants are COC1=C(C=CC(=N1)C(=O)[O-])N1C=NC(=C1)C (6-methoxy-5-(4-methyl-1H-imidazol-1-yl)pyridine-2-carboxylate), Cl.CC=1N=CN(C1)C1=CC=C(NC1=O)C(=O)O (5-(4-methyl-1H-imidazol-1-yl)-6-oxo-1,6-dihydropyridine-2-carboxylic acid, hydrochloride salt). Run in Cl (hydrochloric acid), O1CCOCC1 (1,4-dioxane). Run at time 15 minute. The product is ClCCN1C(C=2N(CC1)C(C(=CC2)N2C=NC(=C2)C)=O)=O (2-(2-Chloroethyl)-7-(4-methyl-1H-imidazol-1-yl)-3,4-dihydro-2H-pyrido[1,2-a]pyrazine-1,6-dione). As a reaction SMILES: [ClH:1].[CH3:2][C:3]1[N:4]=[CH:5][N:6]([C:8]2[C:13](=[O:14])[NH:12][C:11]([C:15]([OH:17])=O)=[CH:10][CH:9]=2)[CH:7]=1.CO[C:20]1[N:25]=[C:24]([C:26]([O-])=O)C=C[C:21]=1N1C=C(C)N=C1>Cl.O1CCOCC1>[Cl:1][CH2:21][CH2:20][N:25]1[CH2:24][CH2:26][N:12]2[C:13](=[O:14])[C:8]([N:6]3[CH:7]=[C:3]([CH3:2])[N:4]=[CH:5]3)=[CH:9][CH:10]=[C:11]2[C:15]1=[O:17] |f:0.1|. Reported procedure: Synthesis of 5-(4-methyl-1H-imidazol-1-yl)-6-oxo-1,6-dihydropyridine-2-carboxylic acid, hydrochloride salt (C3). A solution of 6-methoxy-5-(4-methyl-1H-imidazol-1-yl)pyridine-2-carboxylate (C2) (34.3 g, 139 mmol) in aqueous hydrochloric acid (37%, 230 mL) and 1,4-dioxane (230 mL) was heated at reflux for 18 hours. After cooling to room temperature, the reaction was filtered and the solids were washed with 1,4-dioxane (2×100 mL). The solids were mixed with methanol (500 mL) and the volatiles were... Starting materials: C(C)OC=1C=C2CCC(C2=CC1OCCCOC1OCCCC1)=O (5-Ethoxy-6-[3-(tetrahydro-pyran-2-yloxy)-propoxy]-indan-1-one), C(C)OC=1C=C2CCC(C2=CC1OCCCOC1OCCCC1)=O (5-Ethoxy-6-[3-(tetrahydro-pyran-2-yloxy)-propoxy]-indan-1-one), C(C)OC=1C=C(C=CC1)N=C=S (3-ethoxy-phenyl isothiocyanate), C(C)OC=1C=C(C=CC1)N=C=S (3-ethoxy-phenyl isothiocyanate), C[Si]([Si](C)(C)C)(C)C.[Li] (lithium hexamethyldisilane), NN (Hydrazine), C(C)(=O)O (acetic acid). The solvent is C1CCOC1 (THF), C(C)(=O)OCC (ethyl acetate). The product is C(C)OC=1C=C2CC=3C(=NNC3)C2=CC1OC(CCNC1=CC(=CC=C1)OCC)O (6-Ethoxy-3-(3-ethoxy-phenylamino)-2,4-dihydro-indeno{1,2-c}pyrazol-7-yloxyl-propan-1-ol). Reaction SMILES: C(O[C:4]1[CH:5]=[C:6]2[C:10](=[CH:11][C:12]=1[O:13][CH2:14][CH2:15]COC1CCCCO1)[C:9](=O)[CH2:8][CH2:7]2)C.[CH2:25]([O:27][C:28]1[CH:29]=[C:30]([N:34]=[C:35]=S)[CH:31]=[CH:32][CH:33]=1)[CH3:26].[CH3:37][Si](C)(C)[Si](C)(C)C.[Li].[NH2:46][NH2:47].[C:48]([OH:51])(=[O:50])[CH3:49]>C(OCC)(=O)C.C1COCC1>[CH2:14]([O:13][C:12]1[CH:11]=[C:10]2[C:6](=[CH:5][C:4]=1[O:50][CH:48]([OH:51])[CH2:49][CH2:35][NH:34][C:30]1[CH:31]=[CH:32][CH:33]=[C:28]([O:27][CH2:25][CH3:26])[CH:29]=1)[C:7]1=[N:46][NH:47][CH:37]=[C:8]1[CH2:9]2)[CH3:15] |f:2.3,^1:44|. Procedure details: To a mixture of 5-Ethoxy-6-[3-(tetrahydro-pyran-2-yloxy)-propoxy]-indan-1-one (Intermediate Z) (0.100 g, 0.0003 mol), 3-ethoxyphenyl isothiocyanate (Compound 69a) (0.043 mL, 0.00036 mol) and THF (3 mL) was added lithium hexamethyldisilane (0.360 mL, 0.00036 mol) dropwise at room temperature with stirring. The reaction mixture was stirred for 5 h. Hydrazine (0.011 mL, 0.00036 mol) and acetic acid (0.021 mL, 0.00036 mol) was added to the reaction mixture, which was then heated at reflux temperatur... Reactants: CC(C)CC(C(=O)O)C(CC=Cc1ccccc1)C(=O)OC(C)(C)C, CC(C)O. Yields the product CC(C)CC(C(=O)O)C(CCCc1ccccc1)C(=O)OC(C)(C)C. RXN SMILES: [C:1]([CH3:2])([CH3:3])([CH3:4])[O:5][C:6](=[O:7])[CH:8]([CH2:9][CH:10]=[CH:11][c:12]1[cH:13][cH:14][cH:15][cH:16][cH:17]1)[CH:18]([C:19](=[O:20])[OH:21])[CH2:22][CH:23]([CH3:24])[CH3:25].[CH:26]([OH:27])([CH3:28])[CH3:29]>>[C:1]([CH3:2])([CH3:3])([CH3:4])[O:5][C:6](=[O:7])[CH:8]([CH2:9][CH2:10][CH2:11][c:12]1[cH:13][cH:14][cH:15][cH:16][cH:17]1)[CH:18]([C:19](=[O:20])[OH:21])[CH2:22][CH:23]([CH3:24])[CH3:25].